From a dataset of the Open Reaction Database (ORD), a public repository of structured organic reaction records. describe an organic reaction: reactants, conditions, products, and yield Starting materials: CCOC(=O)C(O)C(O)C(=O)OCC, Cc1ccc(C=O)cc1. Product: CCOC(=O)C1OC(c2ccc(C)cc2)OC1C(=O)OCC. RXN SMILES: [C:10](=[O:11])([O:12][CH2:13][CH3:14])[CH:15]([OH:16])[CH:17]([OH:18])[C:19](=[O:20])[O:21][CH2:22][CH3:23].[CH3:1][c:2]1[cH:3][cH:4][c:5]([CH:6]=[O:7])[cH:8][cH:9]1>>[CH3:1][c:2]1[cH:3][cH:4][c:5]([CH:6]2[O:7][CH:15]([C:10](=[O:11])[O:12][CH2:13][CH3:14])[CH:17]([C:19](=[O:20])[O:21][CH2:22][CH3:23])[O:18]2)[cH:8][cH:9]1. Reactants: CC(=O)[O-], CN(C)C=O, COc1cccc2c1C(=O)C(=O)N2, NN, [Na+], O. The product is COc1cccc2c1CC(=O)N2. Reaction SMILES: [CH3:18][C:19](=[O:20])[O-:21].[CH3:22][N:23]([CH3:24])[CH:25]=[O:26].[CH3:4][O:5][c:6]1[c:7]2[c:11]([cH:12][cH:13][cH:14]1)[NH:10][C:9](=[O:15])[C:8]2=[O:16].[NH2:2][NH2:3].[Na+:17].[OH2:1]>>[CH3:4][O:5][c:6]1[c:7]2[c:11]([cH:12][cH:13][cH:14]1)[NH:10][C:9](=[O:15])[CH2:8]2. Starting materials: ClC(=O)OCC1=CC=CC=C1 (benzyl chloroformate), [H-].[Na+] (sodium hydride), C(C)(=O)C1=CNC2=CC=CC=C12 (3-acetyl indole). Solvent: C1CCOC1 (THF), C1CCOC1 (THF). Run at time 1 hour. Yields the product C(=O)(OCC1=CC=CC=C1)N1C=C(C2=CC=CC=C12)C(C)=O (N-Carbobenzoxy-3-acetyl indole). Yield: 85.9%. As a reaction SMILES: [H-].[Na+].[C:3]([C:6]1[C:14]2[C:9](=[CH:10][CH:11]=[CH:12][CH:13]=2)[NH:8][CH:7]=1)(=[O:5])[CH3:4].Cl[C:16]([O:18][CH2:19][C:20]1[CH:25]=[CH:24][CH:23]=[CH:22][CH:21]=1)=[O:17]>C1COCC1>[C:16]([N:8]1[C:9]2[C:14](=[CH:13][CH:12]=[CH:11][CH:10]=2)[C:6]([C:3](=[O:5])[CH3:4])=[CH:7]1)([O:18][CH2:19][C:20]1[CH:25]=[CH:24][CH:23]=[CH:22][CH:21]=1)=[O:17] |f:0.1|. Procedure: To a stirred slurry of sodium hydride (3.77 g, 50% in oil, 7.86 mmol, extracted with hexanes) in THF (30 ml) at 0° C. under nitrogen was added dropwise 3-acetyl indole (10.0 g, 62.9 mmol) in THF (15 ml). After warming to room temperature and stirring one hour, the mixture was cooled to 0° C. and benzyl chloroformate (8.97 ml, 62.9 mmol) was added dropwise. The reaction was allowed to warm to room temperature and stir overnight. The excess sodium hydride was destroyed at 0° C. with 40 ml H2O. The... The reactants are B, CSC, NC(Cc1ccccc1)C(=O)O, [Na+], C1CCOC1, C1CCOC1, [OH-], O. Product: NC(CO)Cc1ccccc1. Reaction SMILES: [BH3:21].[CH3:18][S:19][CH3:20].[NH2:1][CH:2]([CH2:3][c:4]1[cH:5][cH:6][cH:7][cH:8][cH:9]1)[C:10]([OH:11])=[O:12].[Na+:23].[O:13]1[CH2:14][CH2:15][CH2:16][CH2:17]1.[O:25]1[CH2:26][CH2:27][CH2:28][CH2:29]1.[OH-:22].[OH2:24]>>[NH2:1][CH:2]([CH2:3][c:4]1[cH:5][cH:6][cH:7][cH:8][cH:9]1)[CH2:10][OH:11]. The reactants are [BH4-], CC(=O)CCc1ccccc1, CCO, [Na+], O. The product is CC(O)CCc1ccccc1. Reaction SMILES: [BH4-:12].[CH2:1]([c:2]1[cH:3][cH:4][cH:5][cH:6][cH:7]1)[CH2:8][C:9]([CH3:10])=[O:11].[CH3:15][CH2:16][OH:17].[Na+:13].[OH2:14]>>[CH2:1]([c:2]1[cH:3][cH:4][cH:5][cH:6][cH:7]1)[CH2:8][CH:9]([CH3:10])[OH:11]. Reactants: COc1cccc(CN(CC(O)C(Cc2cc(F)cc(F)c2)NC(=O)c2cc(C(=O)NC(C)c3ccc(F)cc3)cc(C(C)O)c2)C(=O)OC(C)(C)C)c1, Cl. The product is COc1cccc(CNCC(O)C(Cc2cc(F)cc(F)c2)NC(=O)c2cc(C(=O)NC(C)c3ccc(F)cc3)cc(C(C)O)c2)c1. Reaction SMILES: [C:1]([O:2][C:3](=[O:4])[N:7]([CH2:8][c:9]1[cH:10][c:11]([O:15][CH3:16])[cH:12][cH:13][cH:14]1)[CH2:17][CH:18]([CH:19]([CH2:20][c:21]1[cH:22][c:23]([F:28])[cH:24][c:25]([F:27])[cH:26]1)[NH:29][C:30]([c:31]1[cH:32][c:33]([C:40]([NH:41][CH:42]([CH3:43])[c:44]2[cH:45][cH:46][c:47]([F:50])[cH:48][cH:49]2)=[O:51])[cH:34][c:35]([CH:37]([CH3:38])[OH:39])[cH:36]1)=[O:52])[OH:53])([CH3:5])([CH3:6])[CH3:54].[ClH:55]>>[NH:7]([CH2:8][c:9]1[cH:10][c:11]([O:15][CH3:16])[cH:12][cH:13][cH:14]1)[CH2:17][CH:18]([CH:19]([CH2:20][c:21]1[cH:22][c:23]([F:28])[cH:24][c:25]([F:27])[cH:26]1)[NH:29][C:30]([c:31]1[cH:32][c:33]([C:40]([NH:41][CH:42]([CH3:43])[c:44]2[cH:45][cH:46][c:47]([F:50])[cH:48][cH:49]2)=[O:51])[cH:34][c:35]([CH:37]([CH3:38])[OH:39])[cH:36]1)=[O:52])[OH:53]. Run at temperature 0 celsius. RXN SMILES: [Cl-:1].[Al+3].[Cl-].[Cl-].CO[CH:7](OC)[CH:8]([N:10]([CH2:14][C:15]1[CH:20]=[CH:19][CH:18]=[C:17]([Cl:21])[CH:16]=1)[C:11](=[O:13])[CH3:12])Cl.[OH-].[Na+]>ClCCCl>[C:11]([N:10]1[CH:8]=[CH:7][C:20]2[C:15](=[C:16]([Cl:1])[C:17]([Cl:21])=[CH:18][CH:19]=2)[CH2:14]1)(=[O:13])[CH3:12] |f:0.1.2.3,5.6|. The product is C(C)(=O)N1CC2=C(C(=CC=C2C=C1)Cl)Cl (2-acetyl-7,8-dichloro-1,2-dihydroisoquinoline). Starting materials: [Cl-].[Al+3].[Cl-].[Cl-] (aluminum chloride), [OH-].[Na+] (NaOH), COC(C(Cl)N(C(C)=O)CC1=CC(=CC=C1)Cl)OC (N-acetyl-2,3-dichlorobenzylaminoacetaldehyde dimethyl acetal). Procedure: To a suspension of 91 g. (0.682 m.) of aluminum chloride in 1400 ml. of 1,2-dichloroethane was added a solution of N-acetyl-2,3-dichlorobenzylaminoacetaldehyde dimethyl acetal (45.5 g., 0.149 m.) in 230 ml. of 1,2-dichloroethane over an hour, the temperature staying below 30° C. The mixture was then cooled to 0° C. and 1000 ml. of 40% NaOH was added. The mixture was stirred and the layers separated. The aqueous fraction was extracted with 500 ml. of 1,2-dichloroethane and the combined organic la... The solvent is ClCCCl (1,2-dichloroethane), ClCCCl (1,2-dichloroethane).